This data is from the Open Reaction Database (ORD), a public repository of structured organic reaction records. The task is: describe an organic reaction: reactants, conditions, products, and yield Reactants: O1COC2=C1C=CC(=C2)C(C(C2=NC=CC=C2)NC(C2=CC=C(C=C2)C#N)=O)=O (N-(2-Benzo[1,3]dioxol-5-yl-2-oxo-1-pyridin-2-yl-ethyl)4-cyano-benzamide), sodium hydroxide ice. The solvent is S(=O)(Cl)Cl (thionyl chloride). Product: O1COC2=C1C=CC(=C2)C2=C(N=C(O2)C2=CC=C(C#N)C=C2)C2=NC=CC=C2 (4-(5-Benzo[1,3]dioxol-5-yl-4-pyridin-2-yl-oxazol-2-yl)benzonitrile). The yield is 9.4%. Reaction SMILES: [O:1]1[C:5]2[CH:6]=[CH:7][C:8]([C:10](=[O:29])[CH:11]([NH:18][C:19](=O)[C:20]3[CH:25]=[CH:24][C:23]([C:26]#[N:27])=[CH:22][CH:21]=3)[C:12]3[CH:17]=[CH:16][CH:15]=[CH:14][N:13]=3)=[CH:9][C:4]=2[O:3][CH2:2]1>S(Cl)(Cl)=O>[O:1]1[C:5]2[CH:6]=[CH:7][C:8]([C:10]3[O:29][C:19]([C:20]4[CH:21]=[CH:22][C:23]([C:26]#[N:27])=[CH:24][CH:25]=4)=[N:18][C:11]=3[C:12]3[CH:17]=[CH:16][CH:15]=[CH:14][N:13]=3)=[CH:9][C:4]=2[O:3][CH2:2]1. Procedure details: N-(2-Benzo[1,3]dioxol-5-yl-2-oxo-1-pyridin-2-yl-ethyl)4-cyano-benzamide (0.1 g, 0.26 mmol) was dissolved in neat thionyl chloride (10 ml) and heated at reflux temperature for 2 hours. The cooled solution was cautiously added dropwise to a concentrated sodium hydroxide-ice mixture. The crude product was extracted into dichloromethane and purified using hexane-ethylacetate (1:1) as eluent to give the title compound (9 mg, 9%). 1H NMR (CDCl3) δ: 6.06 (2H, s), 6.84-6.99 (2H, m), 7.27-7.31 (1H, m), 7...